The task is: describe an organic reaction: reactants, conditions, products, and yield. This data is from the Open Reaction Database (ORD), a public repository of structured organic reaction records. The reactants are ClC1=C(CN2N=C(C3=CC=CC=C23)C2=NC=C(C(=N2)NC2=CC=NC=C2)OC)C(=CC=C1[N+](=O)[O-])Cl (2-[1-(2,6-dichloro-3-nitrobenzyl)-1H-indazol-3-yl]-5-methoxy-N-(pyridin-4-yl)pyrimidin-4-amine), NN (hydrazine). Reagents/catalysts: [Ni] (raney nickel). Solvent: CO (methanol). The product is NC=1C(=C(CN2N=C(C3=CC=CC=C23)C2=NC=C(C(=N2)NC2=CC=NC=C2)OC)C(=CC1)Cl)Cl (2-[1-(3-amino-2,6-dichlorobenzyl)-1H-indazol-3-yl]-5-methoxy-N-(pyridin-4-yl)pyrimidin-4-amine). RXN SMILES: [Cl:1][C:2]1[C:32]([N+:33]([O-])=O)=[CH:31][CH:30]=[C:29]([Cl:36])[C:3]=1[CH2:4][N:5]1[C:13]2[C:8](=[CH:9][CH:10]=[CH:11][CH:12]=2)[C:7]([C:14]2[N:19]=[C:18]([NH:20][C:21]3[CH:26]=[CH:25][N:24]=[CH:23][CH:22]=3)[C:17]([O:27][CH3:28])=[CH:16][N:15]=2)=[N:6]1.NN>CO.[Ni]>[NH2:33][C:32]1[C:2]([Cl:1])=[C:3]([C:29]([Cl:36])=[CH:30][CH:31]=1)[CH2:4][N:5]1[C:13]2[C:8](=[CH:9][CH:10]=[CH:11][CH:12]=2)[C:7]([C:14]2[N:19]=[C:18]([NH:20][C:21]3[CH:22]=[CH:23][N:24]=[CH:25][CH:26]=3)[C:17]([O:27][CH3:28])=[CH:16][N:15]=2)=[N:6]1. Reported procedure: 52 mg of 2-[1-(2,6-dichloro-3-nitrobenzyl)-1H-indazol-3-yl]-5-methoxy-N-(pyridin-4-yl)pyrimidin-4-amine (2-44-1, 0.10 mmol, 1.0 eq.) were dissolved in 5.2 ml of dry methanol. 23.4 mg raney nickel (50%, 0.199 mmol, 2.0 eq.) and 0.045 ml hydrazine (35%, 0.498 mmol, 5.0 eq) were added. The reaction mixture was stirred at room temperature vigorously over night. The slurry was filtered over celite and washed with methanol twice. The filtrate was concentrated in vacuo and the residue was purified by f... Reactants: CC(=O)OC(C)=O, CC(=O)O, Cc1ccc(O)c2c1C1CCCCC1C2=O, O=[N+]([O-])O. Product: Cc1cc([N+](=O)[O-])c(O)c2c1C1CCCCC1C2=O. RXN SMILES: [CH3:1][C:2]([O:3][C:4](=[O:5])[CH3:6])=[O:7].[CH3:28][C:29](=[O:30])[OH:31].[OH:12][c:13]1[cH:14][cH:15][c:16]([CH3:27])[c:17]2[c:25]1[C:24](=[O:26])[CH:23]1[CH:18]2[CH2:19][CH2:20][CH2:21][CH2:22]1.[OH:8][N+:9]([O-:10])=[O:11]>>[O-:8][N+:9](=[O:11])[c:14]1[c:13]([OH:12])[c:25]2[c:17]([c:16]([CH3:27])[cH:15]1)[CH:18]1[CH2:19][CH2:20][CH2:21][CH2:22][CH:23]1[C:24]2=[O:26]. Reactants: C(C)N1C2=CC=CC=C2C=2C=C(N=CC12)CO ((9-ethyl-9H-β-carbolin-3-yl)-methanol). The reagents and catalysts are [O-2].[Mn+4].[O-2] (manganese (IV) oxide), [O-2].[Mn+4].[O-2] (manganese (IV) oxide). The solvent is CC(=O)C (acetone). Conditions: time 3 day. Product: C(C)N1C2=CC=CC=C2C=2C=C(N=CC12)C=O (9-ethyl-9H-β-carboline-3-carbaldehyde). RXN SMILES: [CH2:1]([N:3]1[C:15]2[CH:14]=[N:13][C:12]([CH2:16][OH:17])=[CH:11][C:10]=2[C:9]2[C:4]1=[CH:5][CH:6]=[CH:7][CH:8]=2)[CH3:2]>CC(C)=O.[O-2].[Mn+4].[O-2]>[CH2:1]([N:3]1[C:15]2[CH:14]=[N:13][C:12]([CH:16]=[O:17])=[CH:11][C:10]=2[C:9]2[C:4]1=[CH:5][CH:6]=[CH:7][CH:8]=2)[CH3:2] |f:2.3.4|. Procedure details: To a solution of (9-ethyl-9H-β-carbolin-3-yl)-methanol (560 mg, 2.47 mmol, 1 eq) in acetone (20 mL) was added manganese (IV) oxide (2.942 g, 33.84 mmol, 14 eq). The solution was stirred at rt. After 3 d, as only 50% conversion is observed, more manganese (IV) oxide was added (229 mg, 2.63 mmol, 1.1 eq) and the mixture was heated to 50° C. for 2.5 d. After this time, the reaction was cooled down to rt, filtered through CELITE®, and the solid was washed with dichloromethane. The filtrates were com... Starting materials: N1(C=CC=C1)C1=CC(=NC=C1)C (4-pyrrol-1-yl-methyl-pyridine), [Cl-].BrC1=CC(=C(C=[N+]2CCCC2)C=C1)F (1-(4-bromo-2-fluoro-benzylidene)-pyrrolidinium chloride), BrC1=CC(=C(C=O)C=C1)F (4-bromo-2-fluorobenzaldehyde), N1CCCC1 (pyrrolidine). The product is BrC1=CC(=C(C=C1)C(C=1N(C=CC1)CC1=NC=CC=C1)N1CCCC1)F (2-{2-[(4-Bromo-2-fluoro-phenyl)-pyrrolidin-1-yl-methyl]-pyrrol-1-ylmethyl}-pyridine). As a reaction SMILES: [N:1]1([C:6]2C=CN=[C:8]([CH3:12])[CH:7]=2)[CH:5]=[CH:4][CH:3]=[CH:2]1.[Cl-].[Br:14][C:15]1[CH:26]=[CH:25][C:18]([CH:19]=[N+:20]2[CH2:24][CH2:23][CH2:22][CH2:21]2)=[C:17]([F:27])[CH:16]=1.BrC1C=CC(C=O)=C(F)C=1.[NH:38]1CC[CH2:40][CH2:39]1>>[Br:14][C:15]1[CH:26]=[CH:25][C:18]([CH:19]([N:20]2[CH2:21][CH2:22][CH2:23][CH2:24]2)[C:5]2[N:1]([CH2:6][C:7]3[CH:8]=[CH:12][CH:40]=[CH:39][N:38]=3)[CH:2]=[CH:3][CH:4]=2)=[C:17]([F:27])[CH:16]=1 |f:1.2|. Reported procedure: The preparation was carried out in accordance with general synthesis instructions 4 from 4-pyrrol-1-yl-methyl-pyridine and 1-(4-bromo-2-fluoro-benzylidene)-pyrrolidinium chloride, which had been prepared in accordance with example 4 from 4-bromo-2-fluorobenzaldehyde and pyrrolidine. The reactants are BrCC1CO1, O=C([O-])[O-], CCOC(C)=O, O=[N+]([O-])c1c(O)cc(F)cc1F, [K+], [K+], CN(C)C=O, O. Product: O=[N+]([O-])c1c(F)cc(F)cc1OCC1CO1. Reaction SMILES: [Br:19][CH2:20][CH:21]1[CH2:22][O:23]1.[C:13](=[O:14])([O-:15])[O-:16].[CH3:30][CH2:31][O:32][C:33](=[O:34])[CH3:35].[F:1][c:2]1[cH:3][c:4]([OH:12])[c:5]([N+:9](=[O:10])[O-:11])[c:6]([F:8])[cH:7]1.[K+:17].[K+:18].[O:25]=[CH:26][N:27]([CH3:28])[CH3:29].[OH2:24]>>[F:1][c:2]1[cH:3][c:4]([O:12][CH2:20][CH:21]2[CH2:22][O:23]2)[c:5]([N+:9](=[O:10])[O-:11])[c:6]([F:8])[cH:7]1. Product: COC(=O)CN(c1ccc(OCC(=O)OCC[Si](C)(C)C)cc1OCc1ccccc1)S(N)(=O)=O. RXN SMILES: [CH2:1]([c:2]1[cH:3][cH:4][cH:5][cH:6][cH:7]1)[O:8][c:9]1[c:10]([N:26]([CH2:27][C:28](=[O:29])[O:30][CH3:31])[S:32](=[O:33])(=[O:34])[NH:35][C:36]([O:37][C:38]([CH3:39])([CH3:40])[CH3:41])=[O:42])[cH:11][cH:12][c:13]([O:15][CH2:16][C:17]([O:18][CH2:19][CH2:20][Si:21]([CH3:22])([CH3:23])[CH3:24])=[O:25])[cH:14]1.[ClH:43].[O:44]1[CH2:45][CH2:46][O:47][CH2:48][CH2:49]1>>[CH2:1]([c:2]1[cH:3][cH:4][cH:5][cH:6][cH:7]1)[O:8][c:9]1[c:10]([N:26]([CH2:27][C:28](=[O:29])[O:30][CH3:31])[S:32](=[O:33])(=[O:34])[NH2:35])[cH:11][cH:12][c:13]([O:15][CH2:16][C:17]([O:18][CH2:19][CH2:20][Si:21]([CH3:22])([CH3:23])[CH3:24])=[O:25])[cH:14]1. Starting materials: COC(=O)CN(c1ccc(OCC(=O)OCC[Si](C)(C)C)cc1OCc1ccccc1)S(=O)(=O)NC(=O)OC(C)(C)C, Cl, C1COCCO1. The reactants are C1CCNC1, CN(C)C=O, N#Cc1c([N+](=O)[O-])ccc(Cl)c1Cl, O. Yields the product N#Cc1c([N+](=O)[O-])ccc(N2CCCC2)c1Cl. RXN SMILES: [CH2:14]1[CH2:15][CH2:16][NH:17][CH2:18]1.[CH3:20][N:21]([CH3:22])[CH:23]=[O:24].[Cl:1][c:2]1[c:3]([C:4]#[N:5])[c:6]([N+:11](=[O:12])[O-:13])[cH:7][cH:8][c:9]1[Cl:10].[OH2:19]>>[Cl:1][c:2]1[c:3]([C:4]#[N:5])[c:6]([N+:11](=[O:12])[O-:13])[cH:7][cH:8][c:9]1[N:17]1[CH2:16][CH2:15][CH2:14][CH2:18]1. Reactants: [BH3-]C#N, O=C([O-])O, C1COCCO1, CC(=O)O, Cl, CC(C)(C)OC(=O)N1CCN(c2ccc3c(c2)C(NC(=O)c2ccc(F)cc2)C(O)C3)CC1, [Na+], [Na+], O=C1COC1. The product is O=C(NC1c2cc(N3CCN(C4COC4)CC3)ccc2CC1O)c1ccc(F)cc1. As a reaction SMILES: [C:44]([BH3-:45])#[N:46].[C:48](=[O:49])([OH:50])[O-:51].[CH2:53]1[O:54][CH2:55][CH2:56][O:57][CH2:58]1.[CH3:40][C:41](=[O:42])[OH:43].[ClH:34].[F:1][c:2]1[cH:3][cH:4][c:5]([C:6](=[O:7])[NH:8][CH:9]2[CH:10]([OH:31])[CH2:11][c:12]3[cH:13][cH:14][c:15]([N:18]4[CH2:19][CH2:20][N:21]([C:24]([O:25][C:26]([CH3:27])([CH3:28])[CH3:29])=[O:30])[CH2:22][CH2:23]4)[cH:16][c:17]32)[cH:32][cH:33]1.[Na+:47].[Na+:52].[O:35]1[CH2:36][C:37](=[O:39])[CH2:38]1>>[F:1][c:2]1[cH:3][cH:4][c:5]([C:6](=[O:7])[NH:8][CH:9]2[CH:10]([OH:31])[CH2:11][c:12]3[cH:13][cH:14][c:15]([N:18]4[CH2:19][CH2:20][N:21]([CH:37]5[CH2:36][O:35][CH2:38]5)[CH2:22][CH2:23]4)[cH:16][c:17]32)[cH:32][cH:33]1.